Task: describe an organic reaction: reactants, conditions, products, and yield. Dataset: the Open Reaction Database (ORD), a public repository of structured organic reaction records Reactants: CCOCCn1c(NC2CCN(CCC3(c4ccc(Cl)c(Cl)c4)CCCN(C(=O)c4cc(OC)c(OC)c(OC)c4)C3)CC2)nc2ccccc21, CS(=O)(=O)O, CCOC(C)=O. Product: CCOCCn1c(NC2CCN(CCC3(c4ccc(Cl)c(Cl)c4)CCCN(C(=O)c4cc(OC)c(OC)c(OC)c4)C3)CC2)nc2ccccc21, CS(=O)(=O)O. Reaction SMILES: [CH3:1][O:2][c:3]1[cH:4][c:5]([C:6](=[O:7])[N:8]2[CH2:9][C:10]([c:14]3[cH:15][c:16]([Cl:21])[c:17]([Cl:20])[cH:18][cH:19]3)([CH2:22][CH2:23][N:24]3[CH2:25][CH2:26][CH:27]([NH:30][c:31]4[n:32][c:33]5[c:34]([n:35]4[CH2:36][CH2:37][O:38][CH2:39][CH3:40])[cH:41][cH:42][cH:43][cH:44]5)[CH2:28][CH2:29]3)[CH2:11][CH2:12][CH2:13]2)[cH:45][c:46]([O:50][CH3:51])[c:47]1[O:48][CH3:49].[CH3:52][S:53]([OH:54])(=[O:55])=[O:56].[CH3:57][CH2:58][O:59][C:60](=[O:61])[CH3:62]>>[CH3:1][O:2][c:3]1[cH:4][c:5]([C:6](=[O:7])[N:8]2[CH2:9][C:10]([c:14]3[cH:15][c:16]([Cl:21])[c:17]([Cl:20])[cH:18][cH:19]3)([CH2:22][CH2:23][N:24]3[CH2:25][CH2:26][CH:27]([NH:30][c:31]4[n:32][c:33]5[c:34]([n:35]4[CH2:36][CH2:37][O:38][CH2:39][CH3:40])[cH:41][cH:42][cH:43][cH:44]5)[CH2:28][CH2:29]3)[CH2:11][CH2:12][CH2:13]2)[cH:45][c:46]([O:50][CH3:51])[c:47]1[O:48][CH3:49].[CH3:52][S:53](=[O:54])(=[O:55])[OH:56]. The reactants are C(C)(C)(C)OC(=O)N1[C@H](CCC1)COC1=CC=C(C=C1)O ((R)-2-(4-hydroxy-phenoxymethyl)-pyrrolidine-1-carboxylic acid tert-butyl ester), COC=1C=C(CBr)C=CC1 (3-methoxy-benzyl bromide). Product: C(C)(C)(C)OC(=O)N1[C@H](CCC1)COC1=CC=C(C=C1)OCC1=CC(=CC=C1)OC ((R)-2-[4-(3-Methoxy-benzyloxy)-phenoxymethyl]-pyrrolidine-1-carboxylic acid tert-butyl ester). Yield: 53.2%. As a reaction SMILES: [C:1]([O:5][C:6]([N:8]1[CH2:12][CH2:11][CH2:10][C@@H:9]1[CH2:13][O:14][C:15]1[CH:20]=[CH:19][C:18]([OH:21])=[CH:17][CH:16]=1)=[O:7])([CH3:4])([CH3:3])[CH3:2].[CH3:22][O:23][C:24]1[CH:25]=[C:26]([CH:29]=[CH:30][CH:31]=1)[CH2:27]Br>>[C:1]([O:5][C:6]([N:8]1[CH2:12][CH2:11][CH2:10][C@@H:9]1[CH2:13][O:14][C:15]1[CH:20]=[CH:19][C:18]([O:21][CH2:27][C:26]2[CH:29]=[CH:30][CH:31]=[C:24]([O:23][CH3:22])[CH:25]=2)=[CH:17][CH:16]=1)=[O:7])([CH3:4])([CH3:2])[CH3:3]. Procedure details: Followed the same procedure as that of step 2 in Example 91 with the use of (R)-2-(4-hydroxy-phenoxymethyl)-pyrrolidine-1-carboxylic acid tert-butyl ester (150 mg, 0.5 mmol) and 3-methoxy-benzyl bromide (120 mg, 0.6 mmol) to afford the title product (110 mg, 53% yield); LCMS; 100% APCI+, Calcd: 413.56. Found m/z: 414.29 (M+1). 1H NMR (400 MHz, CDCl3); δ 1.47 (s, 9H), 1.80-2.09 (m, 4H), 3.28-3.46 (m, 2H), 3.69-3.91 (m, 1H), 3.82 (s, 3H), 4.02-4.18 (m 2H), 4.99 (s, 2H), 6.82-6.90 (m, 5H), 6.96-7.0... The reactants are BrC=1C=C(C=CC1)C1=CC(N(C2=NC=C(C=C12)C1(OCCO1)C1=CC=C(C=C1)Cl)C)=O (4-(3-bromophenyl)-6-(2-(4-chlorophenyl)-1,3-dioxolan-2-yl)-1-methyl-1,8-naphthyridin-2(1H)-one), Cl (HCl). Run in O1CCOCC1 (dioxane). Conditions: temperature 70 celsius. The product is BrC=1C=C(C=CC1)C1=CC(N(C2=NC=C(C=C12)C(C1=CC=C(C=C1)Cl)=O)C)=O (4-(3-bromophenyl)-6-(4-chlorobenzoyl)-1-methyl-1,8-naphthyridin-2(1H)-one). Isolated yield 87.1%. As a reaction SMILES: [Br:1][C:2]1[CH:3]=[C:4]([C:8]2[C:17]3[C:12](=[N:13][CH:14]=[C:15]([C:18]4([C:23]5[CH:28]=[CH:27][C:26]([Cl:29])=[CH:25][CH:24]=5)OCC[O:19]4)[CH:16]=3)[N:11]([CH3:30])[C:10](=[O:31])[CH:9]=2)[CH:5]=[CH:6][CH:7]=1.Cl>O1CCOCC1>[Br:1][C:2]1[CH:3]=[C:4]([C:8]2[C:17]3[C:12](=[N:13][CH:14]=[C:15]([C:18](=[O:19])[C:23]4[CH:28]=[CH:27][C:26]([Cl:29])=[CH:25][CH:24]=4)[CH:16]=3)[N:11]([CH3:30])[C:10](=[O:31])[CH:9]=2)[CH:5]=[CH:6][CH:7]=1. Reported procedure: To a solution compound H (0.4 g, 0.81 mmol) in dioxane (5 mL) was added 6 N HCl (0.5 mL) at 0° C. The mixture was heated at 70° C. for 1.5 h and cooled to RT. Dioxane was removed under reduced pressure; the reaction mixture was neutralized with saturated NaHCO3 solution and extracted with EtOAc (25 mL). The organic layer was dried over Na2SO4, filtered and concentrated under reduced pressure. The crude product was purified by column chromatography to obtain 0.32 g (88%) of compound I as off-whit... The reactants are C(CCC)N1C(C(C2=CC=CC=C12)(CC(C1=NC=CC=C1)=O)O)=O (1-butyl-3-hydroxy-3-(2-oxo-2-(pyridin-2-yl)ethyl)indolin-2-one), C(CC(C)C)N1C(C(C2=CC=CC=C12)=O)=O (1-isopentylindoline-2,3-dione), N1C=C(C2=CC=CC=C12)C(C)=O (1-(1H-indol-3-yl)ethanone). Yields the product N1C=C(C2=CC=CC=C12)C(CC1(C(N(C2=CC=CC=C12)CCC(C)C)=O)O)=O (3-(2-(1H-indol-3-yl)-2-oxoethyl)-3-hydroxy-1-isopentylindolin-2-one). As a reaction SMILES: C(N1C2C(=CC=CC=2)C(O)(CC(=O)C2C=CC=CN=2)C1=O)CCC.[CH2:25]([N:30]1[C:38]2[C:33](=[CH:34][CH:35]=[CH:36][CH:37]=2)[C:32](=[O:39])[C:31]1=[O:40])[CH2:26][CH:27]([CH3:29])[CH3:28].[NH:41]1[C:49]2[C:44](=[CH:45][CH:46]=[CH:47][CH:48]=2)[C:43]([C:50](=[O:52])[CH3:51])=[CH:42]1>>[NH:41]1[C:49]2[C:44](=[CH:45][CH:46]=[CH:47][CH:48]=2)[C:43]([C:50](=[O:52])[CH2:51][C:32]2([OH:39])[C:33]3[C:38](=[CH:37][CH:36]=[CH:35][CH:34]=3)[N:30]([CH2:25][CH2:26][CH:27]([CH3:29])[CH3:28])[C:31]2=[O:40])=[CH:42]1. Procedure details: This compound was made in a similar manner to 1-butyl-3-hydroxy-3-(2-oxo-2-(pyridin-2-yl)ethyl)indolin-2-one using 1-isopentylindoline-2,3-dione and commercially available 1-(1H-indol-3-yl)ethanone (purchased from Fisher Scientific). 1H-NMR δ 9.41 (bs, 1H), 8.33 (s, 1H), 7.82 (m, 1H), 7.66 (d, 1H), 7.47 (d, 1H), 7.25 (m, 3H), 7.00 (t, 1H), 6.84 (d, 1H), 5.89 (bs, 1H), 3.71 (t, 2H), 3.49 (d, 1H), 3.21 (d, 1H), 1.62 (m, 2H), 1.54 (m, 1H), 0.94 (dd, 6H).